From a dataset of the Open Reaction Database (ORD), a public repository of structured organic reaction records. describe an organic reaction: reactants, conditions, products, and yield The reactants are [Al+3], C1CCOC1, COC(=O)c1ccc(-c2cccc(OC)c2)c(C(C)(C)C)c1, [H-], [H-], [H-], [H-], [Li+], [Na+], [OH-]. Yields the product COc1cccc(-c2ccc(CO)cc2C(C)(C)C)c1. As a reaction SMILES: [Al+3:24].[CH2:31]1[O:32][CH2:33][CH2:34][CH2:35]1.[CH3:1][C:2]([CH3:3])([CH3:4])[c:5]1[c:6](-[c:15]2[cH:16][c:17]([O:21][CH3:22])[cH:18][cH:19][cH:20]2)[cH:7][cH:8][c:9]([C:11](=[O:12])[O:13][CH3:14])[cH:10]1.[H-:23].[H-:26].[H-:27].[H-:28].[Li+:25].[Na+:30].[OH-:29]>>[CH3:1][C:2]([CH3:3])([CH3:4])[c:5]1[c:6](-[c:15]2[cH:16][c:17]([O:21][CH3:22])[cH:18][cH:19][cH:20]2)[cH:7][cH:8][c:9]([CH2:11][OH:12])[cH:10]1. Starting materials: CN(S(=O)(=O)C1=CC2=CC(=CC=C2C=C1)OC)[C@@H]1C(NCC1)=O (7-methoxynaphthalene-2-sulfonic acid methyl-(2-oxopyrrolidin-3-(S)-yl)-amide), [Li]N([Si](C)(C)C)[Si](C)(C)C (LiN(SiMe3)2), BrCC=1C=C2C(=NC=NC2=CC1)Cl (6-bromomethyl-4-chloro-quinazoline). The solvent is C1CCOC1 (THF). Run at temperature 0 celsius, time 40 minute. The product is ClC1=NC=NC2=CC=C(C=C12)CN1C([C@H](CC1)N(S(=O)(=O)C1=CC2=CC(=CC=C2C=C1)OC)C)=O (7-Methoxynaphthalene-2-sulfonic acid [1-(4-chloro-quinazolin-6-ylmethyl)-2-oxopyrrolidin-3-(S)-yl]-methyl amide). Isolated yield 52.1%. As a reaction SMILES: [CH3:1][N:2]([C@H:18]1[CH2:22][CH2:21][NH:20][C:19]1=[O:23])[S:3]([C:6]1[CH:15]=[CH:14][C:13]2[C:8](=[CH:9][C:10]([O:16][CH3:17])=[CH:11][CH:12]=2)[CH:7]=1)(=[O:5])=[O:4].[Li]N([Si](C)(C)C)[Si](C)(C)C.Br[CH2:35][C:36]1[CH:37]=[C:38]2[C:43](=[CH:44][CH:45]=1)[N:42]=[CH:41][N:40]=[C:39]2[Cl:46]>C1COCC1>[Cl:46][C:39]1[C:38]2[C:43](=[CH:44][CH:45]=[C:36]([CH2:35][N:20]3[CH2:21][CH2:22][C@H:18]([N:2]([CH3:1])[S:3]([C:6]4[CH:15]=[CH:14][C:13]5[C:8](=[CH:9][C:10]([O:16][CH3:17])=[CH:11][CH:12]=5)[CH:7]=4)(=[O:5])=[O:4])[C:19]3=[O:23])[CH:37]=2)[N:42]=[CH:41][N:40]=1. Procedure details: To a solution of 7-methoxynaphthalene-2-sulfonic acid methyl-(2-oxopyrrolidin-3-(S)-yl)-amide (0.35 g, 1.04 mmol) in THF (7 mL) at 0° C. is added LiN(SiMe3)2 (1 mL, 1 mmol, 1 M solution in THF). The solution is stirred at 0° C. for 40 minutes. After this time, 6-bromomethyl-4-chloro-quinazoline (0.24 g, 0.94 mmol) is added. The resulting solution is stirred for 4 hours. The reaction is quenched by the addition of a saturated NH4Cl solution. The solution is diluted with EtOAc and water. The layer... The reactants are CCC1C(OS(C)(=O)=O)CN1C(c1ccccc1)c1ccccc1, CC(C)O, N. Product: CCC1C(N)CN1C(c1ccccc1)c1ccccc1. As a reaction SMILES: [CH3:2][S:3]([O:4][CH:7]1[CH:8]([CH2:24][CH3:25])[N:9]([CH:11]([c:12]2[cH:13][cH:14][cH:15][cH:16][cH:17]2)[c:18]2[cH:19][cH:20][cH:21][cH:22][cH:23]2)[CH2:10]1)(=[O:5])=[O:6].[CH:26]([OH:27])([CH3:28])[CH3:29].[NH3:1]>>[NH2:1][CH:7]1[CH:8]([CH2:24][CH3:25])[N:9]([CH:11]([c:12]2[cH:13][cH:14][cH:15][cH:16][cH:17]2)[c:18]2[cH:19][cH:20][cH:21][cH:22][cH:23]2)[CH2:10]1. Starting materials: COC(=O)c1ccc(O)c(Br)c1, O=C([O-])[O-], COCCl, CN(C)C=O, N#C[Cu]C#N, [K+], [K+]. Product: COC(=O)c1ccc(O)c(C#N)c1. As a reaction SMILES: [Br:1][c:2]1[cH:3][c:4]([C:5](=[O:6])[O:7][CH3:8])[cH:9][cH:10][c:11]1[OH:12].[C:18](=[O:19])([O-:20])[O-:21].[CH3:24][O:25][CH2:26][Cl:27].[CH3:28][N:29]([CH3:30])[CH:31]=[O:32].[Cu:13]([C:14]#[N:15])[C:16]#[N:17].[K+:22].[K+:23]>>[c:2]1([C:14]#[N:15])[cH:3][c:4]([C:5](=[O:6])[O:7][CH3:8])[cH:9][cH:10][c:11]1[OH:12]. Reactants: COC(=O)c1ccc(SC(CC2CCCCC2)c2ccc(-c3ccc(C(F)(F)F)cc3)nc2)cc1, CCO, [Na+], [OH-]. Yields the product O=C(O)c1ccc(SC(CC2CCCCC2)c2ccc(-c3ccc(C(F)(F)F)cc3)nc2)cc1. Reaction SMILES: [CH3:1][O:2][C:3]([c:4]1[cH:5][cH:6][c:7]([S:10][CH:11]([CH2:12][CH:13]2[CH2:14][CH2:15][CH2:16][CH2:17][CH2:18]2)[c:19]2[cH:20][n:21][c:22](-[c:25]3[cH:26][cH:27][c:28]([C:31]([F:32])([F:33])[F:34])[cH:29][cH:30]3)[cH:23][cH:24]2)[cH:8][cH:9]1)=[O:35].[CH3:38][CH2:39][OH:40].[Na+:37].[OH-:36]>>[O:2]=[C:3]([c:4]1[cH:5][cH:6][c:7]([S:10][CH:11]([CH2:12][CH:13]2[CH2:14][CH2:15][CH2:16][CH2:17][CH2:18]2)[c:19]2[cH:20][n:21][c:22](-[c:25]3[cH:26][cH:27][c:28]([C:31]([F:32])([F:33])[F:34])[cH:29][cH:30]3)[cH:23][cH:24]2)[cH:8][cH:9]1)[OH:35]. The reactants are ClC1=NC2=CC=C(C=C2C=C1)Cl (2,6-dichloroquinoline), N1=C(C=CC=C1)CN (2-picolylamine), N1=CC(=CC=C1)CN (3-picolylamine). The product is N1=CC(=CC=C1)CNC=1C=C2C=CC(=NC2=CC1)NCC1=NC=CC=C1 (N6-Pyridin-3-ylmethyl-N2-pyridin-2-ylmethyl-quinoline-2,6-diamine). As a reaction SMILES: Cl[C:2]1[CH:11]=[CH:10][C:9]2[C:4](=[CH:5][CH:6]=[C:7](Cl)[CH:8]=2)[N:3]=1.[N:13]1[CH:18]=[CH:17][CH:16]=[CH:15][C:14]=1[CH2:19][NH2:20].[N:21]1[CH:26]=[CH:25][CH:24]=[C:23]([CH2:27][NH2:28])[CH:22]=1>>[N:21]1[CH:26]=[CH:25][CH:24]=[C:23]([CH2:27][NH:28][C:7]2[CH:8]=[C:9]3[C:4](=[CH:5][CH:6]=2)[N:3]=[C:2]([NH:20][CH2:19][C:14]2[CH:15]=[CH:16][CH:17]=[CH:18][N:13]=2)[CH:11]=[CH:10]3)[CH:22]=1. Procedure: The title compound, MS: m/e=342.1 (M+H+), was prepared in accordance with the general method of example 1 from 2,6-dichloroquinoline, 2-picolylamine and 3-picolylamine. Starting materials: C(C1=CC=CC=C1)(=O)NC1=NC=CC=C1C (2-benzamido-3-picoline), [H-].[Na+] (NaH). Run in CNC1=CC=CC=C1 (N-methylaniline). The product is C1(=CC=CC=C1)C=1NC2=NC=CC=C2C1 (2-phenyl-7-azaindole). Yield: 58.0%. Reaction SMILES: [C:1]([NH:9][C:10]1[C:15]([CH3:16])=[CH:14][CH:13]=[CH:12][N:11]=1)(=O)[C:2]1[CH:7]=[CH:6][CH:5]=[CH:4][CH:3]=1.[H-].[Na+]>CNC1C=CC=CC=1>[C:2]1([C:1]2[NH:9][C:10]3[C:15]([CH:16]=2)=[CH:14][CH:13]=[CH:12][N:11]=3)[CH:7]=[CH:6][CH:5]=[CH:4][CH:3]=1 |f:1.2|. Procedure: 2-phenyl-7-azaindole was prepared in two steps. First, 2-amino-3-picoline was reacted with benzoyl chloride in chloroform in the presence of pyridine to produce 2-benzamido-3-picoline in 33% yield. Second, pyrolysis of 2-benzamido-3-picoline in N-methylaniline in the presence of NaH at 280° C. was performed to produce 2-phenyl-7-azaindole (FIG. 18) in 58% yield. This compound was characterized by NMR spectroscopy. Solvent: CN(C=O)C (dimethylformamide), CN(C=O)C (dimethylformamide), O (water). The product is N1=CC=CC2=C1NC1=C(N(C2)C(=O)C2=C(C=C(C=C2)F)C(F)(F)F)C=CC=C1 ((6,11-Dihydro-5H-pyrido[2,3-b][1,5]benzodiazepin-6-yl)-(4-fluoro-2-trifluoromethyl-phenyl)-methanone). Reported procedure: To a solution of 6,11-dihydro-5H-pyrido[2,3-b][1,5]benzodiazepine of Example 1, Step B (10.6 g, 53.8 mmol) in dimethylformamide (125 mL) under nitrogen was added potassium carbonate (22.4 g, 162 mmol). The mixture was cooled and treated dropwise with a solution of crude 2-trifluoromethyl-4-fluorobenzoyl chloride of Step A (81 mmol) in dimethylformamide (25 mL). After stirring at room temperature for 2 hours, the mixture was diluted with water and extracted with dichloromethane. The organic extra... Reaction SMILES: [N:1]1[C:6]2[NH:7][C:8]3[CH:15]=[CH:14][CH:13]=[CH:12][C:9]=3[NH:10][CH2:11][C:5]=2[CH:4]=[CH:3][CH:2]=1.C(=O)([O-])[O-].[K+].[K+].[F:22][C:23]([F:35])([F:34])[C:24]1[CH:32]=[C:31]([F:33])[CH:30]=[CH:29][C:25]=1[C:26](Cl)=[O:27]>CN(C)C=O.O>[N:1]1[C:6]2[NH:7][C:8]3[CH:15]=[CH:14][CH:13]=[CH:12][C:9]=3[N:10]([C:26]([C:25]3[CH:29]=[CH:30][C:31]([F:33])=[CH:32][C:24]=3[C:23]([F:35])([F:22])[F:34])=[O:27])[CH2:11][C:5]=2[CH:4]=[CH:3][CH:2]=1 |f:1.2.3|. The reactants are N1=CC=CC2=C1NC1=C(NC2)C=CC=C1 (6,11-Dihydro-5H-pyrido[2,3-b][1,5]benzodiazepine), C([O-])([O-])=O.[K+].[K+] (potassium carbonate), FC(C1=C(C(=O)Cl)C=CC(=C1)F)(F)F (2-Trifluoromethyl-4-fluorobenzoyl chloride). Yield: 33.1%. Run at time 2 hour. Reactants: B1(OO1)[O-].O.O.O.O.[Na+] (Sodium perborate tetrahydrate), C(C)(C)(C)OC(=O)[C@@H](C(=O)O)CSCC1=CC=C(C=C1)C1=CC=C(C=C1)C1=CC=CC2=C1OC1=C2C=CC=C1 ((2R)-2-tert-Butoxycarbonyl-3-(4′-dibenzofuran-4-yl-biphenyl-4-ylmethyl-sulfanyl)-propionic acid). Run in C(C)(=O)O (acetic acid), C(C)(=O)OCC (ethyl acetate). Run at temperature 40 celsius, time 1 hour. Yields the product C(C)(C)(C)OC(=O)[C@@H](C(=O)O)CS(=O)CC1=CC=C(C=C1)C1=CC=C(C=C1)C1=CC=CC2=C1OC1=C2C=CC=C1 ((2R)-2-tert-Butoxycarbonyl-3-(4′-dibenzofuran-4-yl-biphenyl-4-ylmethylsulfinyl)-propionic acid). RXN SMILES: B1([O-])OO1.[OH2:5].O.O.O.[Na+].[C:10]([O:14][C:15]([C@H:17]([CH2:21][S:22][CH2:23][C:24]1[CH:29]=[CH:28][C:27]([C:30]2[CH:35]=[CH:34][C:33]([C:36]3[C:41]4[O:42][C:43]5[CH:48]=[CH:47][CH:46]=[CH:45][C:44]=5[C:40]=4[CH:39]=[CH:38][CH:37]=3)=[CH:32][CH:31]=2)=[CH:26][CH:25]=1)[C:18]([OH:20])=[O:19])=[O:16])([CH3:13])([CH3:12])[CH3:11]>C(O)(=O)C.C(OCC)(=O)C>[C:10]([O:14][C:15]([C@H:17]([CH2:21][S:22]([CH2:23][C:24]1[CH:25]=[CH:26][C:27]([C:30]2[CH:35]=[CH:34][C:33]([C:36]3[C:41]4[O:42][C:43]5[CH:48]=[CH:47][CH:46]=[CH:45][C:44]=5[C:40]=4[CH:39]=[CH:38][CH:37]=3)=[CH:32][CH:31]=2)=[CH:28][CH:29]=1)=[O:5])[C:18]([OH:20])=[O:19])=[O:16])([CH3:13])([CH3:11])[CH3:12] |f:0.1.2.3.4.5|. Reported procedure: Sodium perborate tetrahydrate (42 mg, 0.27 mmol) was added as a solid to a stirred solution of (2R)-2-tert-Butoxycarbonyl-3-(4′-dibenzofuran-4-yl-biphenyl-4-ylmethyl-sulfanyl)-propionic acid (150 mg, 0.27 mmol), in acetic acid (5 mL) at 40° C. This solution was stirred at 40° C. for 1 hour (HPLC control) and then diluted with ethyl acetate (50 mL), washed with water, brine (2×), dried over anhydrous MgSO4, filtered and concentrated in vacuo. Purification by trituration of the product with diethy... The reactants are COC(=O)C(N)Cc1ccc(-c2ccc(C#N)cc2)cc1, CC(C)OC(=O)N1Cc2cc(O)c([N+](=O)[O-])cc2CC1C(=O)O, Cl. Product: COC(=O)C(Cc1ccc(-c2ccc(C#N)cc2)cc1)NC(=O)C1Cc2cc([N+](=O)[O-])c(O)cc2CN1C(=O)OC(C)C. Reaction SMILES: [CH3:25][O:26][C:27]([CH:28]([CH2:29][c:30]1[cH:31][cH:32][c:33](-[c:36]2[cH:37][cH:38][c:39]([C:42]#[N:43])[cH:40][cH:41]2)[cH:34][cH:35]1)[NH2:44])=[O:45].[CH:1]([CH3:2])([CH3:3])[O:4][C:5](=[O:6])[N:7]1[CH2:8][c:9]2[cH:10][c:11]([OH:23])[c:12]([N+:20](=[O:21])[O-:22])[cH:13][c:14]2[CH2:15][CH:16]1[C:17](=[O:18])[OH:19].[ClH:24]>>[CH:1]([CH3:2])([CH3:3])[O:4][C:5](=[O:6])[N:7]1[CH2:8][c:9]2[cH:10][c:11]([OH:23])[c:12]([N+:20](=[O:21])[O-:22])[cH:13][c:14]2[CH2:15][CH:16]1[C:17](=[O:18])[NH:44][CH:28]([C:27]([O:26][CH3:25])=[O:45])[CH2:29][c:30]1[cH:31][cH:32][c:33](-[c:36]2[cH:37][cH:38][c:39]([C:42]#[N:43])[cH:40][cH:41]2)[cH:34][cH:35]1.